This data is from the Open Reaction Database (ORD), a public repository of structured organic reaction records. The task is: describe an organic reaction: reactants, conditions, products, and yield Reactants: CS(=O)(=O)C1=CC=C(C=C1)C=1C=2N(C=CC1)N=C(N2)N (8-(4-methanesulfonyl-phenyl)-[1,2,4]triazolo[1,5-a]pyridin-2-ylamine), BrC=1C=C(C=CC1)NC(C)=O (N-(3-bromo-phenyl)-acetamide). Yields the product CS(=O)(=O)C1=CC=C(C=C1)C=1C=2N(C=CC1)N=C(N2)NC=2C=C(C=CC2)NC(C)=O (N-{3-[8-(4-Methanesulfonyl-phenyl)-[1,2,4]triazolo[1,5-a]pyridin-2-ylamino]-phenyl}-acetamide). As a reaction SMILES: [CH3:1][S:2]([C:5]1[CH:10]=[CH:9][C:8]([C:11]2[C:12]3[N:13]([N:17]=[C:18]([NH2:20])[N:19]=3)[CH:14]=[CH:15][CH:16]=2)=[CH:7][CH:6]=1)(=[O:4])=[O:3].Br[C:22]1[CH:23]=[C:24]([NH:28][C:29](=[O:31])[CH3:30])[CH:25]=[CH:26][CH:27]=1>>[CH3:1][S:2]([C:5]1[CH:10]=[CH:9][C:8]([C:11]2[C:12]3[N:13]([N:17]=[C:18]([NH:20][C:22]4[CH:23]=[C:24]([NH:28][C:29](=[O:31])[CH3:30])[CH:25]=[CH:26][CH:27]=4)[N:19]=3)[CH:14]=[CH:15][CH:16]=2)=[CH:7][CH:6]=1)(=[O:3])=[O:4]. Procedure details: N-{3-[8-(4-Methanesulfonyl-phenyl)-[1,2,4]triazolo[1,5-a]pyridin-2-ylamino]-phenyl}-acetamide was prepared from 8-(4-methanesulfonyl-phenyl)-[1,2,4]triazolo[1,5-a]pyridin-2-ylamine (70.6 mg, 0.245 mmol) and N-(3-bromo-phenyl)-acetamide (52.4 mg, 0.245 mmol) in a manner analogous to Example 2d. Product isolated as a white lyophilate (19 mg, 18%). 1H NMR (400 MHz, (D3C)2SO, δ, ppm): 9.89 (s, 1H), 9.77 (s, 1H), 8.83 (d, J=6.5 Hz, 1H), 8.46 (d, J=8.4 Hz, 2H), 8.07 (d, J=8.6 Hz, 2H), 7.99-7.95 (m, 2H... Starting materials: C(#N)C=1C=C(C=CC1)C=1N=C2SC=CN2C1C1=NC(=NC=C1)N[C@H]1CN(CCC1)C(=O)OC(C)(C)C (tert-butyl (3R)-3-({4-[6-(3-cyanophenyl)imidazo[2,1-b][1,3]thiazol-5-yl]pyrimidin-2-yl}amino)piperidine-1-carboxylate), [OH-].[Na+] (sodium hydroxide). The solvent is C(C)O (ethanol). Conditions: temperature 75 celsius. Yields the product C(C)(C)(C)OC(=O)N1C[C@@H](CCC1)NC1=NC=CC(=N1)C1=C(N=C2SC=CN21)C2=CC(=CC=C2)C(N)=O ((R)-3-{4-[6-(3-carbamoyl-phenyl)-imidazo[2,1-b]thiazol-5-yl]-pyrimidin-2-ylamino}-piperidine-1-carboxylic acid tert-butyl ester). Yield: 82.7%. As a reaction SMILES: [C:1]([C:3]1[CH:4]=[C:5]([C:9]2[N:10]=[C:11]3[N:15]([C:16]=2[C:17]2[CH:22]=[CH:21][N:20]=[C:19]([NH:23][C@@H:24]4[CH2:29][CH2:28][CH2:27][N:26]([C:30]([O:32][C:33]([CH3:36])([CH3:35])[CH3:34])=[O:31])[CH2:25]4)[N:18]=2)[CH:14]=[CH:13][S:12]3)[CH:6]=[CH:7][CH:8]=1)#[N:2].[OH-:37].[Na+]>C(O)C>[C:33]([O:32][C:30]([N:26]1[CH2:27][CH2:28][CH2:29][C@@H:24]([NH:23][C:19]2[N:18]=[C:17]([C:16]3[N:15]4[C:11]([S:12][CH:13]=[CH:14]4)=[N:10][C:9]=3[C:5]3[CH:6]=[CH:7][CH:8]=[C:3]([C:1](=[O:37])[NH2:2])[CH:4]=3)[CH:22]=[CH:21][N:20]=2)[CH2:25]1)=[O:31])([CH3:36])([CH3:35])[CH3:34] |f:1.2|. Procedure: To a solution of tert-butyl (3R)-3-({4-[6-(3-cyanophenyl)imidazo[2,1-b][1,3]thiazol-5-yl]pyrimidin-2-yl}amino)piperidine-1-carboxylate (0.204 g, 0.407 mmol) in ethanol (5 mL) was added 25% aqueous sodium hydroxide (0.072 mL, 0.448 mmol). The mixture was heated at 75° C. for 20 hours. Solvent was removed to dryness. Residue was taken into dichloromethane (20 mL), washed with water (5 mL), dried over sodium sulfate and concentrated. Product was purified by flash chromatography on silica gel elutin... Reactants: 7R, 7S, C1(CCCCC1)C=1C=2C=CC(=CC2N2CC(COC3=C(C21)C=CC=C3)COCCNC)C(=O)NS(=O)(=O)N(C)CC(OC)OC (14-cyclohexyl-N-{[(2,2-dimethoxyethyl)(methyl)amino]sulfonyl}-7-{[2-(methylamino)ethoxy]methyl}-7,8-dihydro-6H-indolo[1,2-e][1,5]benzoxazocine-11-carboxamide), C(=O)(C(F)(F)F)O (TFA), O (H2O). Solvent: C(Cl)Cl (DCM). Conditions: temperature 40 celsius, time 40 minute. Yields the product C1(CCCCC1)C=1C=2C=CC(=CC2N2CC(COC3=C(C21)C=CC=C3)COCCNC)C(=O)NS(=O)(=O)N(CC=O)C (14-cyclohexyl-7-{[2-(methylamino)ethoxy]methyl}-N-{[methyl(2-oxoethyl)amino]sulfonyl}-7,8-dihydro-6H-indolo[1,2-e][1,5]benzoxazocine-11-carboxamide). Reaction SMILES: [CH:1]1([C:7]2[C:8]3[CH:9]=[CH:10][C:11]([C:32]([NH:34][S:35]([N:38]([CH2:40][CH:41](OC)[O:42]C)[CH3:39])(=[O:37])=[O:36])=[O:33])=[CH:12][C:13]=3[N:14]3[C:21]=2[C:20]2[CH:22]=[CH:23][CH:24]=[CH:25][C:19]=2[O:18][CH2:17][CH:16]([CH2:26][O:27][CH2:28][CH2:29][NH:30][CH3:31])[CH2:15]3)[CH2:6][CH2:5][CH2:4][CH2:3][CH2:2]1.C(O)(C(F)(F)F)=O.O>C(Cl)Cl>[CH:1]1([C:7]2[C:8]3[CH:9]=[CH:10][C:11]([C:32]([NH:34][S:35]([N:38]([CH3:39])[CH2:40][CH:41]=[O:42])(=[O:36])=[O:37])=[O:33])=[CH:12][C:13]=3[N:14]3[C:21]=2[C:20]2[CH:22]=[CH:23][CH:24]=[CH:25][C:19]=2[O:18][CH2:17][CH:16]([CH2:26][O:27][CH2:28][CH2:29][NH:30][CH3:31])[CH2:15]3)[CH2:2][CH2:3][CH2:4][CH2:5][CH2:6]1. Procedure details: A solution of (7R or 7S)-14-cyclohexyl-N-{[(2,2-dimethoxyethyl)(methyl)amino]sulfonyl}-7-{[2-(methylamino)ethoxy]methyl}-7,8-dihydro-6H-indolo[1,2-e][1,5]benzoxazocine-11-carboxamide (0.05 M) in DCM was treated with an excess of TFA and H2O (>50 eq of each). The mixture was stirred at 40° C. for 40 min. The solution was allowed to cool to RT and used in the next step. (ES+) m/z 597 (M+H)+. Reactants: O=C1CCC(=O)N1Br, O=C(OOC(=O)c1ccccc1)c1ccccc1, ClC(Cl)(Cl)Cl, Cc1cccc(-c2ccccc2)c1Cl. Yields the product Clc1c(CBr)cccc1-c1ccccc1. As a reaction SMILES: [Br:33][N:34]1[C:35](=[O:36])[CH2:37][CH2:38][C:39]1=[O:40].[C:15]([O:16][O:17][C:18](=[O:19])[c:20]1[cH:21][cH:22][cH:23][cH:24][cH:25]1)(=[O:26])[c:27]1[cH:28][cH:29][cH:30][cH:31][cH:32]1.[C:41]([Cl:42])([Cl:43])([Cl:44])[Cl:45].[Cl:1][c:2]1[c:3](-[c:9]2[cH:10][cH:11][cH:12][cH:13][cH:14]2)[cH:4][cH:5][cH:6][c:7]1[CH3:8]>>[Cl:1][c:2]1[c:3](-[c:9]2[cH:10][cH:11][cH:12][cH:13][cH:14]2)[cH:4][cH:5][cH:6][c:7]1[CH2:8][Br:33]. Reactants: aqueous solution, [OH-].[Na+] (sodium hydroxide), C(C1=CC=CC=C1)N1C2=CC=CC=C2C=2C(=CC(=C(C12)SC)CC(=O)OCC1=CC=CC=C1)C (benzyl (9-benzyl-4-methyl-1-methylthiocarbazol-2-yl)acetate), aqueous solution, Cl (hydrochloric acid). Run in C(C)O (ethanol). Conditions: time 2 hour. Yields the product C(C1=CC=CC=C1)N1C2=CC=CC=C2C=2C(=CC(=C(C12)SC)CC(=O)O)C ((9-Benzyl-4-methyl-1-methylthiocarbazol-2-yl)acetic acid). The yield is 96.2%. As a reaction SMILES: [OH-].[Na+].[CH2:3]([N:10]1[C:22]2[C:21]([S:23][CH3:24])=[C:20]([CH2:25][C:26]([O:28]CC3C=CC=CC=3)=[O:27])[CH:19]=[C:18]([CH3:36])[C:17]=2[C:16]2[C:11]1=[CH:12][CH:13]=[CH:14][CH:15]=2)[C:4]1[CH:9]=[CH:8][CH:7]=[CH:6][CH:5]=1.Cl>C(O)C>[CH2:3]([N:10]1[C:22]2[C:21]([S:23][CH3:24])=[C:20]([CH2:25][C:26]([OH:28])=[O:27])[CH:19]=[C:18]([CH3:36])[C:17]=2[C:16]2[C:11]1=[CH:12][CH:13]=[CH:14][CH:15]=2)[C:4]1[CH:5]=[CH:6][CH:7]=[CH:8][CH:9]=1 |f:0.1|. Procedure: 50 ml of ethanol and 50 ml of a 2N aqueous solution of sodium hydroxide was added to 1.16 g of benzyl (9-benzyl-4-methyl-1-methylthiocarbazol-2-yl)acetate, as obtained in Example 13a). The reaction mixture was stirred for 2 hours at room temperature, after which time it was acidified by adding a 1N aqueous solution of hydrochloric acid and then concentrated by evaporation under reduced pressure. Ethyl acetate was added to the residue thus obtained. The aqueous layer was extracted with ethyl acet... RXN SMILES: [C:13](=[O:14])([OH:15])[O-:16].[F:18][c:19]1[cH:20][cH:21][c:22]([C:23](=[O:24])[Cl:25])[cH:26][cH:27]1.[F:1][c:2]1[cH:3][cH:4][c:5]([CH:8]=[C:9]([CH2:10][NH2:11])[CH3:12])[cH:6][cH:7]1.[Na+:17].[OH2:28]>>[F:1][c:2]1[cH:3][cH:4][c:5]([CH:8]=[C:9]([CH2:10][NH:11][C:23]([c:22]2[cH:21][cH:20][c:19]([F:18])[cH:27][cH:26]2)=[O:24])[CH3:12])[cH:6][cH:7]1. Starting materials: O=C([O-])O, O=C(Cl)c1ccc(F)cc1, CC(=Cc1ccc(F)cc1)CN, [Na+], O. Yields the product CC(=Cc1ccc(F)cc1)CNC(=O)c1ccc(F)cc1. The reactants are [N+](=O)([O-])C1=C2C=CC(=NC2=CC=C1)Cl (5-nitro-2-chloroquinoline), NC1=CC=CC=2CC(OC21)(C)C (7-amino-2,3-dihydro-2,2-dimethylbenzofuran). Product: CC1(OC2=C(C1)C=CC=C2NC2=NC=1C=CC=C(C1C=C2)N)C (N2-(2,2-Dimethyl-2,3-dihydro-benzofuran-7-yl)-quinoline-2,5-diamine). Reaction SMILES: [N+:1]([C:4]1[CH:13]=[CH:12][CH:11]=[C:10]2[C:5]=1[CH:6]=[CH:7][C:8](Cl)=[N:9]2)([O-])=O.[NH2:15][C:16]1[C:24]2[O:23][C:22]([CH3:26])([CH3:25])[CH2:21][C:20]=2[CH:19]=[CH:18][CH:17]=1>>[CH3:25][C:22]1([CH3:26])[CH2:21][C:20]2[CH:19]=[CH:18][CH:17]=[C:16]([NH:15][C:8]3[CH:7]=[CH:6][C:5]4[C:4]([NH2:1])=[CH:13][CH:12]=[CH:11][C:10]=4[N:9]=3)[C:24]=2[O:23]1. Procedure details: The title compound, MS: m/e=306.1 (M+H+), was prepared in accordance with the general method of example 1 from 5-nitro-2-chloroquinoline and 7-amino-2,3-dihydro-2,2-dimethylbenzofuran (CAS 68298-46-4).